Dataset: the Open Reaction Database (ORD), a public repository of structured organic reaction records. Task: describe an organic reaction: reactants, conditions, products, and yield Starting materials: COC(=O)c1ccc(OC)nc1, [Na+], C1COCCO1, [OH-]. The product is COc1ccc(C(=O)[O-])cn1, [Na+]. Reaction SMILES: [CH3:1][O:2][c:3]1[n:4][cH:5][c:6]([C:7](=[O:8])[O:9][CH3:10])[cH:11][cH:12]1.[Na+:14].[O:15]1[CH2:16][CH2:17][O:18][CH2:19][CH2:20]1.[OH-:13]>>[CH3:1][O:2][c:3]1[n:4][cH:5][c:6]([C:7](=[O:8])[O-:9])[cH:11][cH:12]1.[Na+:14]. The reactants are C1(=CC=CC=C1)S(=O)(=O)Cl (Benzenesulphonyl chloride), ice, NCC=1C=C2C(=CNC2=CC1)CCN1C(C2=CC=CC=C2C1=O)=O (2-[2-[5-(aminomethyl)-1H-indol-3-yl]ethyl]-1H-isoindole-1,3(2H)-dione), hydrate. Run in N1=CC=CC=C1 (pyridine), O (Water), O (water). Run at time 2 hour. Product: O=C1N(C(C2=CC=CC=C12)=O)CCC1=CNC2=CC=C(C=C12)CNS(=O)(=O)C1=CC=CC=C1 (N-[[3-[2-(1,3-Dihydro-1,3-dioxo-2H-isoindol-2-yl)ethyl]-1H-indol-5-yl-]methyl]benzenesulphonamide). Reaction SMILES: [C:1]1([S:7](Cl)(=[O:9])=[O:8])[CH:6]=[CH:5][CH:4]=[CH:3][CH:2]=1.[NH2:11][CH2:12][C:13]1[CH:14]=[C:15]2[C:19](=[CH:20][CH:21]=1)[NH:18][CH:17]=[C:16]2[CH2:22][CH2:23][N:24]1[C:32](=[O:33])[C:31]2[C:26](=[CH:27][CH:28]=[CH:29][CH:30]=2)[C:25]1=[O:34]>N1C=CC=CC=1.O>[O:34]=[C:25]1[C:26]2[C:31](=[CH:30][CH:29]=[CH:28][CH:27]=2)[C:32](=[O:33])[N:24]1[CH2:23][CH2:22][C:16]1[C:15]2[C:19](=[CH:20][CH:21]=[C:13]([CH2:12][NH:11][S:7]([C:1]3[CH:6]=[CH:5][CH:4]=[CH:3][CH:2]=3)(=[O:9])=[O:8])[CH:14]=2)[NH:18][CH:17]=1. Procedure details: Benzenesulphonyl chloride (0.33 ml) was added to an ice-cooled, stirred solution of 2-[2-[5-(aminomethyl)-1H-indol-3-yl]ethyl]-1H-isoindole-1,3(2H)-dione, hemisulphate, hydrate (0.84 g) in dry pyridine (25 ml). After 2 h with ice cooling, the mixture was stirred at room temperature for 1 h. Water (5 ml) was added and the solution was stirred for 1 h. The mixture was diluted to 100 ml with water and the yellow solid (0.8 g) filtered off, m.p. 214°-6°.